From a dataset of the Open Reaction Database (ORD), a public repository of structured organic reaction records. describe an organic reaction: reactants, conditions, products, and yield The reactants are BrC1=C(OCC2(C=3C=NC=NC3CCC2)O)C=C(C=C1)OC (5-(2-bromo-5-methoxyphenoxymethyl)-5,6,7,8-tetrahydroquinazolin-5-ol), P(=O)(Cl)(Cl)Cl (phosphorus oxychloride). The solvent is N1=CC=CC=C1 (pyridine). The product is BrC1=C(OCC=2C=3C=NC=NC3CCC2)C=C(C=C1)OC (5-(2-Bromo-5-methoxyphenoxymethyl)-7,8-dihydroquinazoline). As a reaction SMILES: [Br:1][C:2]1[CH:20]=[CH:19][C:18]([O:21][CH3:22])=[CH:17][C:3]=1[O:4][CH2:5][C:6]1(O)[CH2:15][CH2:14][CH2:13][C:12]2[N:11]=[CH:10][N:9]=[CH:8][C:7]1=2.P(Cl)(Cl)(Cl)=O>N1C=CC=CC=1>[Br:1][C:2]1[CH:20]=[CH:19][C:18]([O:21][CH3:22])=[CH:17][C:3]=1[O:4][CH2:5][C:6]1[C:7]2[CH:8]=[N:9][CH:10]=[N:11][C:12]=2[CH2:13][CH2:14][CH:15]=1. Procedure details: A solution of 10 mmol of 5-(2-bromo-5-methoxyphenoxymethyl)-5,6,7,8-tetrahydroquinazolin-5-ol and 20 mmol of phosphorus oxychloride in 20 ml of pyridine is heated at reflux for 0.5-1 hour. The mixture is poured onto ice and extracted with tert-butyl methyl ether. The combined organic extracts are washed with brine, dried with sodium sulphate and evaporated. From the residue the title compound is identified by means of flash chromatography (SiO2 60F) on the bias of the Rf value. The reactants are IC (Iodomethane), ClC1=CC=C(C=C1)C(C=1C=C2C(=CC(N(C2=CC1)C)=O)C1=CC=CC=C1)C=1N=CNC1 ((±)-6-[(4-chlorophenyl)-1H-imidazol-4-ylmethyl]-1-methyl-4-phenyl-2(1H)-quinolinone), O (Water). The reagents and catalysts are [Cl-].C(C1=CC=CC=C1)[N+](CC)(CC)CC (benzyltriethylammonium chloride). Run in C1CCOC1 (THF), [OH-].[Na+] (sodium hydroxide). Reaction conditions: time 1 hour. Yields the product ClC1=CC=C(C=C1)C(C=1C=C2C(=CC(N(C2=CC1)C)=O)C1=CC=CC=C1)C=1N=CN(C1)C ((±)-6-[(4-chlorophenyl)(1-methyl-1H-imidazol-4-yl)methyl]-1-methyl-4-phenyl-2(1H)-quinolinone). The yield is 42.0%. Reaction SMILES: I[CH3:2].[Cl:3][C:4]1[CH:9]=[CH:8][C:7]([CH:10]([C:29]2[N:30]=[CH:31][NH:32][CH:33]=2)[C:11]2[CH:12]=[C:13]3[C:18](=[CH:19][CH:20]=2)[N:17]([CH3:21])[C:16](=[O:22])[CH:15]=[C:14]3[C:23]2[CH:28]=[CH:27][CH:26]=[CH:25][CH:24]=2)=[CH:6][CH:5]=1.O>[Cl-].C([N+](CC)(CC)CC)C1C=CC=CC=1.C1COCC1.[OH-].[Na+]>[Cl:3][C:4]1[CH:9]=[CH:8][C:7]([CH:10]([C:29]2[N:30]=[CH:31][N:32]([CH3:2])[CH:33]=2)[C:11]2[CH:12]=[C:13]3[C:18](=[CH:19][CH:20]=2)[N:17]([CH3:21])[C:16](=[O:22])[CH:15]=[C:14]3[C:23]2[CH:28]=[CH:27][CH:26]=[CH:25][CH:24]=2)=[CH:6][CH:5]=1 |f:3.4,6.7|. Procedure details: Iodomethane (1.4 ml) was added to a mixture of (±)-6-[(4-chlorophenyl)-1H-imidazol-4-ylmethyl]-1-methyl-4-phenyl-2(1H)-quinolinone (7.5 g) and benzyltriethylammonium chloride (2 g) in THF (75 ml) and sodium hydroxide (75 ml) and the mixture was stirred at room temperature for 1 hour. Water was added and the mixture was extracted with ethyl acetate. The organic layer was dried, filtered off and evaporated till dryness. The residue was purified by column chromatography over silica gel (eluent: CH2... Starting materials: solid, BrC1=CC(=CC=2C(=C3N(C12)CCCNC3=O)C)C#N (7-bromo-11-methyl-1-oxo-2,3,4,5-tetrahydro-[1,4]diazepino[1,2-a]indole-9-carbonitrile), BrC1=CC(=CC=2C(=C3N(C12)CCCNC3=O)C)C#N (7-bromo-11-methyl-1-oxo-2,3,4,5-tetrahydro-[1,4]diazepino[1,2-a]indole-9-carbonitrile), FC1=CC=C(C=C1)B(O)O (4-fluoro-phenylboronic acid). The product is FC1=CC=C(C=C1)C1=CC(=CC=2C(=C3N(C12)CCCNC3=O)C)C#N (7-(4-Fluorophenyl)-11-methyl-1-oxo-2,3,4,5-tetrahydro-[1,4]diazepino[1,2-a]indole-9-carbonitrile). As a reaction SMILES: Br[C:2]1[C:10]2[N:9]3[CH2:11][CH2:12][CH2:13][NH:14][C:15](=[O:16])[C:8]3=[C:7]([CH3:17])[C:6]=2[CH:5]=[C:4]([C:18]#[N:19])[CH:3]=1.[F:20][C:21]1[CH:26]=[CH:25][C:24](B(O)O)=[CH:23][CH:22]=1>>[F:20][C:21]1[CH:26]=[CH:25][C:24]([C:2]2[C:10]3[N:9]4[CH2:11][CH2:12][CH2:13][NH:14][C:15](=[O:16])[C:8]4=[C:7]([CH3:17])[C:6]=3[CH:5]=[C:4]([C:18]#[N:19])[CH:3]=2)=[CH:23][CH:22]=1. Procedure details: The title compound, white solid (66 mg, 79%), MS (ISP) m/z=334.5 [(M+H)+], mp 278° C., was prepared in accordance with the general method of example 1 from 7-bromo-11-methyl-1-oxo-2,3,4,5-tetrahydro-[1,4]diazepino[1,2-a]indole-9-carbonitrile (intermediate 17) (79.5 mg, 0.25 mmol) and commercially available 4-fluoro-phenylboronic acid (45.5 mg, 0.325 mmol). The reactants are CCCCP(CCCC)CCCC, CCCCCC, COc1cc(F)ccc1-c1ccc2c(c1CO)C(C)=CC(C)(C)N2, O=C(N=NC(=O)N1CCCCC1)N1CCCCC1, COC(=O)Cc1ccccc1O, c1ccccc1. The product is COC(=O)Cc1ccccc1OCc1c(-c2ccc(F)cc2OC)ccc2c1C(C)=CC(C)(C)N2. RXN SMILES: [CH2:37]([P:38]([CH2:39][CH2:40][CH2:41][CH3:42])[CH2:43][CH2:44][CH2:45][CH3:46])[CH2:47][CH2:48][CH3:49].[CH3:74][CH2:75][CH2:76][CH2:77][CH2:78][CH3:79].[F:1][c:2]1[cH:3][c:4]([O:23][CH3:24])[c:5](-[c:8]2[c:9]([CH2:21][OH:22])[c:10]3[c:15]([cH:16][cH:17]2)[NH:14][C:13]([CH3:18])([CH3:19])[CH:12]=[C:11]3[CH3:20])[cH:6][cH:7]1.[N:50]([C:51]([N:52]1[CH2:53][CH2:54][CH2:55][CH2:56][CH2:57]1)=[O:58])=[N:59][C:60]([N:61]1[CH2:62][CH2:63][CH2:64][CH2:65][CH2:66]1)=[O:67].[OH:25][c:26]1[c:27]([CH2:32][C:33](=[O:34])[O:35][CH3:36])[cH:28][cH:29][cH:30][cH:31]1.[cH:68]1[cH:69][cH:70][cH:71][cH:72][cH:73]1>>[F:1][c:2]1[cH:3][c:4]([O:23][CH3:24])[c:5](-[c:8]2[c:9]([CH2:21][O:22][c:26]3[c:27]([CH2:32][C:33](=[O:34])[O:35][CH3:36])[cH:28][cH:29][cH:30][cH:31]3)[c:10]3[c:15]([cH:16][cH:17]2)[NH:14][C:13]([CH3:18])([CH3:19])[CH:12]=[C:11]3[CH3:20])[cH:6][cH:7]1. Starting materials: C1(=CC=CC=C1)N=C=O (Phenyl isocyanate), ClCCCNC(C(=O)OCC)(C)C (ethyl 2-(3-chloropropylamino)isobutyrate), O (water). The solvent is C1(=CC=CC=C1)C (toluene). Run at temperature 0 celsius, time 8 hour. The product is C1(=CC=CC=C1)NC(N(CCCCl)C(C(=O)OCC)(C)C)=O (ethyl 2-[3-phenyl-1-(3-chloropropyl)ureido]isobutyrate). Yield: 96.3%. RXN SMILES: [C:1]1([N:7]=[C:8]=[O:9])[CH:6]=[CH:5][CH:4]=[CH:3][CH:2]=1.[Cl:10][CH2:11][CH2:12][CH2:13][NH:14][C:15]([CH3:22])([CH3:21])[C:16]([O:18][CH2:19][CH3:20])=[O:17].O>C1(C)C=CC=CC=1>[C:1]1([NH:7][C:8](=[O:9])[N:14]([C:15]([CH3:21])([CH3:22])[C:16]([O:18][CH2:19][CH3:20])=[O:17])[CH2:13][CH2:12][CH2:11][Cl:10])[CH:6]=[CH:5][CH:4]=[CH:3][CH:2]=1. Reported procedure: Phenyl isocyanate (2.8 g) was added to a solution of the above crude ethyl 2-(3-chloropropylamino)isobutyrate (5 g) in toluene (30 mL) which was cooled to 0° C., and the mixture was stirred overnight at 0° C. to room temperature. After adding water, the reaction solution was extracted with ethyl acetate. The organic layer was washed with water, dried over anhydrous sodium sulfate, and the solvent was distilled off under reduced pressure to give 7.4 g of crude ethyl 2-[3-phenyl-1-(3-chloropropyl)... Starting materials: COc1nc(OC)nc([N+]2(C)CCOCC2)n1, [Cl-], Cl, C#Cc1cc(CN)cc(F)c1NS(C)(=O)=O, O, O=C(O)C=Cc1ccc(C(F)(F)F)nc1Sc1ccccc1. Yields the product C#Cc1cc(CNC(=O)C=Cc2ccc(C(F)(F)F)nc2Sc2ccccc2)cc(F)c1NS(C)(=O)=O. Reaction SMILES: [CH3:20][O:21][c:22]1[n:23][c:24]([O:25][CH3:26])[n:27][c:28]([N+:29]2([CH3:30])[CH2:31][CH2:32][O:33][CH2:34][CH2:35]2)[n:36]1.[Cl-:19].[ClH:17].[NH2:1][CH2:2][c:3]1[cH:4][c:5]([F:16])[c:6]([NH:11][S:12](=[O:13])(=[O:14])[CH3:15])[c:7]([C:9]#[CH:10])[cH:8]1.[OH2:18].[c:37]1([S:43][c:44]2[n:45][c:46]([C:55]([F:56])([F:57])[F:58])[cH:47][cH:48][c:49]2[CH:50]=[CH:51][C:52](=[O:53])[OH:54])[cH:38][cH:39][cH:40][cH:41][cH:42]1>>[NH:1]([CH2:2][c:3]1[cH:4][c:5]([F:16])[c:6]([NH:11][S:12](=[O:13])(=[O:14])[CH3:15])[c:7]([C:9]#[CH:10])[cH:8]1)[C:52]([CH:51]=[CH:50][c:49]1[c:44]([S:43][c:37]2[cH:38][cH:39][cH:40][cH:41][cH:42]2)[n:45][c:46]([C:55]([F:56])([F:57])[F:58])[cH:47][cH:48]1)=[O:53]. Reactants: CN=C=O, Cc1cc2nc(-c3n[nH]cc3N)[nH]c2cc1C, C1CCOC1. The product is CNC(=O)Nc1c[nH]nc1-c1nc2cc(C)c(C)cc2[nH]1. As a reaction SMILES: [CH3:18][N:19]=[C:20]=[O:21].[CH3:1][c:2]1[cH:3][c:4]2[c:5]([nH:6][c:7](-[c:9]3[n:10][nH:11][cH:12][c:13]3[NH2:14])[n:8]2)[cH:15][c:16]1[CH3:17].[O:22]1[CH2:23][CH2:24][CH2:25][CH2:26]1>>[CH3:1][c:2]1[cH:3][c:4]2[c:5]([n:6][c:7](-[c:9]3[n:10][nH:11][cH:12][c:13]3[NH:14][C:20]([NH:19][CH3:18])=[O:21])[nH:8]2)[cH:15][c:16]1[CH3:17]. Reactants: O=C([O-])[O-], CCOC(=O)c1sc(-c2ccc(C(F)(F)F)cc2)nc1CBr, CC#N, Cl, FC(F)(F)C1CCNCC1, [K+], [K+], O. The product is CCOC(=O)c1sc(-c2ccc(C(F)(F)F)cc2)nc1CN1CCC(C(F)(F)F)CC1. Reaction SMILES: [C:37](=[O:38])([O-:39])[O-:40].[CH2:15]([CH3:16])[O:17][C:18](=[O:19])[c:20]1[c:21]([CH2:35][Br:36])[n:22][c:23](-[c:25]2[cH:26][cH:27][c:28]([C:31]([F:32])([F:33])[F:34])[cH:29][cH:30]2)[s:24]1.[CH3:12][C:13]#[N:14].[ClH:1].[F:2][C:3]([CH:4]1[CH2:5][CH2:6][NH:7][CH2:8][CH2:9]1)([F:10])[F:11].[K+:41].[K+:42].[OH2:43]>>[F:2][C:3]([CH:4]1[CH2:5][CH2:6][N:7]([CH2:35][c:21]2[c:20]([C:18]([O:17][CH2:15][CH3:16])=[O:19])[s:24][c:23](-[c:25]3[cH:26][cH:27][c:28]([C:31]([F:32])([F:33])[F:34])[cH:29][cH:30]3)[n:22]2)[CH2:8][CH2:9]1)([F:10])[F:11].